From a dataset of the Open Reaction Database (ORD), a public repository of structured organic reaction records. describe an organic reaction: reactants, conditions, products, and yield Reactants: ClC1=CC=C(CNC2=CC=C(C(=N2)F)CO)C=C1 ([6-(4-Chloro-benzylamino)-2-fluoro-pyridin-3-yl]-methanol), CC(=O)OI1(C=2C=CC=CC2C(=O)O1)(OC(=O)C)OC(=O)C (Dess-Martin periodinane), O (water). Solvent: O1CCCC1 (tetrahydrofuran). Conditions: time 10 minute. Yields the product ClC1=CC=C(CNC2=CC=C(C(=N2)F)C=O)C=C1 (6-(4-Chloro-benzylamino)-2-fluoro-pyridine-3-carbaldehyde). Reaction SMILES: [Cl:1][C:2]1[CH:18]=[CH:17][C:5]([CH2:6][NH:7][C:8]2[N:13]=[C:12]([F:14])[C:11]([CH2:15][OH:16])=[CH:10][CH:9]=2)=[CH:4][CH:3]=1.CC(OI1(OC(C)=O)(OC(C)=O)OC(=O)C2C=CC=CC1=2)=O.O>O1CCCC1>[Cl:1][C:2]1[CH:18]=[CH:17][C:5]([CH2:6][NH:7][C:8]2[N:13]=[C:12]([F:14])[C:11]([CH:15]=[O:16])=[CH:10][CH:9]=2)=[CH:4][CH:3]=1. Procedure details: To [6-(4-Chloro-benzylamino)-2-fluoro-pyridin-3-yl]-methanol (63, 1.0 g, 3.7 mmol) in tetrahydrofuran (50.0 mL) was added Dess-Martin periodinane (1.75 g, 4.12 mmol). The reaction was stirred at room temperature for 10 minutes, then poured into water and extracted with ethyl acetate. The organic layer was dried over anhydrous sodium sulfate and filtered. The filtrate was concentrated and purified by silica gel column chromatography eluting with 20% ethyl acetate in hexane to give a white solid (... The reactants are COC1=CC=C(CC=2C=C3C(NC=NC3=C3C2C=CC=C3)=O)C=C1 (6-(4-methoxybenzyl)benzo[h]quinazolin-4(3H)-one), IC=1C=NC=CC1 (3-iodopyridine), C([O-])([O-])=O.[Cs+].[Cs+] (cesium carbonate), CN([C@H]1[C@@H](CCCC1)N)C (trans-N,N-dimethylcyclohexane-1,2-diamine), ClC1=CC=C(C=N1)CC=1C=C2C(NC=NC2=C2C1C=CC=C2)=O (6-[(6-chloropyridin-3-yl)methyl]benzo[h]quinazolin-4(3H)-one). Reagents/catalysts: [Cu]I (copper(I) iodide). The solvent is C1CCOC1 (THF), CS(=O)C (DMSO). Conditions: temperature 120 celsius. The product is COC1=CC=C(CC=2C=C3C(NC=NC3=C3C2C=CC=C3)=O)C=C1 (6-(4-methoxybenzyl)benzo[h]quinazolin-4(3H)-one), COC1=CC=C(CC=2C=C3C(N(C=NC3=C3C2C=CC=C3)C=3C=NC=CC3)=O)C=C1 (6-(4-methoxybenzyl)-3-pyridin-3-ylbenzo[h]quinazolin-4(3H)-one). RXN SMILES: Cl[C:2]1[N:7]=[CH:6][C:5](CC2C=C3C(=C4C=CC=CC=24)N=CNC3=O)=[CH:4][CH:3]=1.[CH3:24][O:25][C:26]1[CH:47]=[CH:46][C:29]([CH2:30][C:31]2[CH:32]=[C:33]3[C:38](=[C:39]4[CH:44]=[CH:43][CH:42]=[CH:41][C:40]=24)[N:37]=[CH:36][NH:35][C:34]3=[O:45])=[CH:28][CH:27]=1.IC1C=NC=CC=1.C(=O)([O-])[O-].[Cs+].[Cs+].CN(C)[C@@H]1CCCC[C@H]1N>C1COCC1.CS(C)=O.[Cu]I>[CH3:24][O:25][C:26]1[CH:27]=[CH:28][C:29]([CH2:30][C:31]2[CH:32]=[C:33]3[C:38](=[C:39]4[CH:44]=[CH:43][CH:42]=[CH:41][C:40]=24)[N:37]=[CH:36][NH:35][C:34]3=[O:45])=[CH:46][CH:47]=1.[CH3:24][O:25][C:26]1[CH:27]=[CH:28][C:29]([CH2:30][C:31]2[CH:32]=[C:33]3[C:38](=[C:39]4[CH:44]=[CH:43][CH:42]=[CH:41][C:40]=24)[N:37]=[CH:36][N:35]([C:5]2[CH:6]=[N:7][CH:2]=[CH:3][CH:4]=2)[C:34]3=[O:45])=[CH:46][CH:47]=1 |f:3.4.5|. Reported procedure: 6-(4-methoxybenzyl)benzo[h]quinazolin-4(3H)-one was prepared by the same procedure as described for 6-[(6-chloropyridin-3-yl)methyl]benzo[h]quinazolin-4(3H)-one in Example 1. To a solution of 6-(4-methoxybenzyl)benzo[h]quinazolin-4(3H)-one (0.030 g, 0.095 mmol) and 3-iodopyridine (0.058 g, 0.28 mmol) in 2 mL of THF and 1 mL of DMSO under an atmosphere of nitrogen was added cesium carbonate (0.19 mL, 1 N aqueous, 0.19 mmol), trans-N,N-dimethylcyclohexane-1,2-diamine (1.3 mg, 0.0095 mmol), and cop... Reactants: C1NC(CC=2C3=CC=CC=C3NC12)C(=O)O ((3RS)-1,2,3,4-tetrahydro-β-carboline-3-carboxylic acid), [N+](=O)([O-])C1=CC=C(CBr)C=C1 (4-nitrobenzyl bromide), [OH-].[Na+] (NaOH), C(=S)=S (carbon disulfide). Run in CS(=O)C (dimethylsulfoxide). Product: [N+](=O)([O-])C1=CC=C(CSC(=S)N2CC=3NC4=CC=CC=C4C3CC2C(=O)O)C=C1 ((3RS)-2-[(4-Nitrobenzylthio)thiocarbonyl]-1,2,3,4-tetrahydro-β-carboline-3-carboxylic acid). The yield is 54.0%. Reaction SMILES: [CH2:1]1[C:13]2[NH:12][C:11]3[C:6](=[CH:7][CH:8]=[CH:9][CH:10]=3)[C:5]=2[CH2:4][CH:3]([C:14]([OH:16])=[O:15])[NH:2]1.[OH-].[Na+].[C:19](=[S:21])=[S:20].[N+:22]([C:25]1[CH:32]=[CH:31][C:28]([CH2:29]Br)=[CH:27][CH:26]=1)([O-:24])=[O:23]>CS(C)=O>[N+:22]([C:25]1[CH:32]=[CH:31][C:28]([CH2:29][S:20][C:19]([N:2]2[CH:3]([C:14]([OH:16])=[O:15])[CH2:4][C:5]3[C:6]4[C:11](=[CH:10][CH:9]=[CH:8][CH:7]=4)[NH:12][C:13]=3[CH2:1]2)=[S:21])=[CH:27][CH:26]=1)([O-:24])=[O:23] |f:1.2|. Procedure: In the same manner as described in Example 16, (3RS)-1,2,3,4-tetrahydro-β-carboline-3-carboxylic acid (4.22 g), 10N NaOH (3.9 ml), carbon disulfide (1.4 ml), dimethylsulfoxide (12 ml) and 4-nitrobenzyl bromide (4.63 g) are reacted and treated. The product is crystallized from ethanol to give the title compound (4.7 g, 54%) as yellow crystals, m.p. 194°-195° C. The reactants are CS(=O)(=O)OCC1COCCO1, CN(C)C=O, CCOCC, CNC(=O)OCc1ccccc1, [H-], [Na+]. Product: CN(CC1COCCO1)C(=O)OCc1ccccc1. RXN SMILES: [CH3:15][S:16]([O:17][CH2:20][CH:21]1[O:22][CH2:23][CH2:24][O:25][CH2:26]1)(=[O:18])=[O:19].[CH3:27][N:28]([CH3:29])[CH:30]=[O:31].[CH3:32][CH2:33][O:34][CH2:35][CH3:36].[CH3:3][NH:4][C:5]([O:6][CH2:7][c:8]1[cH:9][cH:10][cH:11][cH:12][cH:13]1)=[O:14].[H-:1].[Na+:2]>>[CH3:3][N:4]([C:5]([O:6][CH2:7][c:8]1[cH:9][cH:10][cH:11][cH:12][cH:13]1)=[O:14])[CH2:20][CH:21]1[O:22][CH2:23][CH2:24][O:25][CH2:26]1. The reactants are B, Cl, C1CCOC1, C1CCOC1, O, COc1cc(COc2nn(-c3ccccc3)cc2CC(=O)O)ccc1OCc1nc(-c2ccco2)oc1C. Yields the product COc1cc(COc2nn(-c3ccccc3)cc2CCO)ccc1OCc1nc(-c2ccco2)oc1C. RXN SMILES: [BH3:49].[ClH:50].[O:39]1[CH2:40][CH2:41][CH2:42][CH2:43]1.[O:44]1[CH2:45][CH2:46][CH2:47][CH2:48]1.[OH2:51].[o:1]1[c:2](-[c:6]2[o:7][c:8]([CH3:38])[c:9]([CH2:11][O:12][c:13]3[c:14]([O:36][CH3:37])[cH:15][c:16]([CH2:17][O:18][c:19]4[n:20][n:21](-[c:28]5[cH:29][cH:30][cH:31][cH:32][cH:33]5)[cH:22][c:23]4[CH2:24][C:25](=[O:26])[OH:27])[cH:34][cH:35]3)[n:10]2)[cH:3][cH:4][cH:5]1>>[o:1]1[c:2](-[c:6]2[o:7][c:8]([CH3:38])[c:9]([CH2:11][O:12][c:13]3[c:14]([O:36][CH3:37])[cH:15][c:16]([CH2:17][O:18][c:19]4[n:20][n:21](-[c:28]5[cH:29][cH:30][cH:31][cH:32][cH:33]5)[cH:22][c:23]4[CH2:24][CH2:25][OH:26])[cH:34][cH:35]3)[n:10]2)[cH:3][cH:4][cH:5]1. Procedure: A mixture of 0.05 g (0.17 mmole) of 2-chloro-9-cyclopentyl-7,7-difluoro-5,7,8,9-tetrahydro-pyrimido[4,5-b][1,4]diazepin-6-one (VI-20), 0.05 g (0.20 mmole) of 4-amino-N-(1-methyl-piperidin-4-yl)-benzamide and 0.05 g (0.25 mmole) of p-toluenesulfonic acid monohydrate in 4.0 mL of 2-propanol was heated at 160 degrees for 2 hours in a microwave reactor. The reaction mixture was cooled and then concentrated under reduced pressure. The residue was diluted with dichloromethane and saturated aqueous sod... Reactants: ClC=1N=CC2=C(N(CC(C(N2)=O)(F)F)C2CCCC2)N1 (2-chloro-9-cyclopentyl-7,7-difluoro-5,7,8,9-tetrahydro-pyrimido[4,5-b][1,4]diazepin-6-one), NC1=CC=C(C(=O)NC2CCN(CC2)C)C=C1 (4-amino-N-(1-methyl-piperidin-4-yl)-benzamide), O.C1(=CC=C(C=C1)S(=O)(=O)O)C (p-toluenesulfonic acid monohydrate). RXN SMILES: Cl[C:2]1[N:3]=[CH:4][C:5]2[NH:11][C:10](=[O:12])[C:9]([F:14])([F:13])[CH2:8][N:7]([CH:15]3[CH2:19][CH2:18][CH2:17][CH2:16]3)[C:6]=2[N:20]=1.[NH2:21][C:22]1[CH:37]=[CH:36][C:25]([C:26]([NH:28][CH:29]2[CH2:34][CH2:33][N:32]([CH3:35])[CH2:31][CH2:30]2)=[O:27])=[CH:24][CH:23]=1.O.C1(C)C=CC(S(O)(=O)=O)=CC=1>CC(O)C>[CH:15]1([N:7]2[CH2:8][C:9]([F:14])([F:13])[C:10](=[O:12])[NH:11][C:5]3[CH:4]=[N:3][C:2]([NH:21][C:22]4[CH:23]=[CH:24][C:25]([C:26]([NH:28][CH:29]5[CH2:34][CH2:33][N:32]([CH3:35])[CH2:31][CH2:30]5)=[O:27])=[CH:36][CH:37]=4)=[N:20][C:6]2=3)[CH2:19][CH2:18][CH2:17][CH2:16]1 |f:2.3|. Yields the product C1(CCCC1)N1C2=C(NC(C(C1)(F)F)=O)C=NC(=N2)NC2=CC=C(C(=O)NC1CCN(CC1)C)C=C2 (4-(9-cyclopentyl-7,7-difluoro-6-oxo-6,7,8,9-tetrahydro-5H-pyrimido[4,5-b][1,4]diazepin-2-ylamino)-N-(1-methyl-piperidin-4-yl)-benzamide). The yield is 35.3%. Solvent: CC(C)O (2-propanol).